From a dataset of the Open Reaction Database (ORD), a public repository of structured organic reaction records. describe an organic reaction: reactants, conditions, products, and yield Reactants: C(C)(C)(C)OC(=O)NC[C@@H]1CC[C@H](CC1)C(=O)O (trans-4-(t-butyloxycarbonyl)aminomethylcyclohexylcarboxylic acid), CC1CC(CCC1C)NC([C@@H](NC(C1=CC=C(C=C1)CNC(=O)OC(C)(C)C)=O)CC1=CC=C(C=C1)OCC1=CC=CC=C1)=O (N-[4-(t-butyloxycarbonyl)aminomethylbenzoyl]-4-benzyloxy-L-phenylalanine 3,4-dimethylcyclohexylamide), C(C)OC(=O)Cl (ethylchlorocarbonate). The solvent is C(C)N(CC)CC (triethylamine), C(C)N(CC)CC (triethylamine). Conditions: time 30 minute. Yields the product C1(CCCCC1)NC([C@@H](NC(C1=CC=C(C=C1)CNC(=O)OC(C)(C)C)=O)CC1=CC=C(C=C1)OCC1=CC=CC=C1)=O (N-[4-(t-butyloxycarbonyl)aminomethylbenzoyl]-4-benzyloxy-L-phenylalanine cyclohexylamide). Isolated yield 69.9%. Reaction SMILES: C(OC(NC[C@H]1CC[C@H](C(O)=O)CC1)=O)(C)(C)C.C(OC(Cl)=O)C.C[CH:26]1[CH:31](C)[CH2:30][CH2:29][CH:28]([NH:33][C:34](=[O:69])[C@H:35]([CH2:54][C:55]2[CH:60]=[CH:59][C:58]([O:61][CH2:62][C:63]3[CH:68]=[CH:67][CH:66]=[CH:65][CH:64]=3)=[CH:57][CH:56]=2)[NH:36][C:37](=[O:53])[C:38]2[CH:43]=[CH:42][C:41]([CH2:44][NH:45][C:46]([O:48][C:49]([CH3:52])([CH3:51])[CH3:50])=[O:47])=[CH:40][CH:39]=2)[CH2:27]1>C(N(CC)CC)C>[CH:28]1([NH:33][C:34](=[O:69])[C@H:35]([CH2:54][C:55]2[CH:60]=[CH:59][C:58]([O:61][CH2:62][C:63]3[CH:64]=[CH:65][CH:66]=[CH:67][CH:68]=3)=[CH:57][CH:56]=2)[NH:36][C:37](=[O:53])[C:38]2[CH:39]=[CH:40][C:41]([CH2:44][NH:45][C:46]([O:48][C:49]([CH3:51])([CH3:50])[CH3:52])=[O:47])=[CH:42][CH:43]=2)[CH2:29][CH2:30][CH2:31][CH2:26][CH2:27]1. Reported procedure: Triethylamine (1.5 ml) was added to a solution of N-(t-butyloxycarbonyl)-4-benzyloxy-L-phenylalanine (I) (2 g) dissolved in dry tetrahydrofuran (30 ml) and ethyl chlorocarbonate (0.65 g) was added under ice-cooling, followed by stirring for 30 minutes. To this solution was added 4-trifluoromethylaniline (0.65 g) and the mixture was stirred at room temperature for 10 hours. Post-treatment was carried out in the same manner as in Example 1 to obtain 1.3 g of N-(t-butyloxycarbonyl)-4-benzyloxy-L-ph... The reactants are FC1=C(C=CC(=C1F)OCC)C=1C(=CC=CC1)B(O)O (2′,3′-difluoro-4′-ethoxybiphenylboronic acid), BrC1=CC(=C(C=C1)I)F (1-bromo-3-fluoro-4-iodobenzene), C1(=CC=CC=C1)P(C1=CC=CC=C1)C1=CC=CC=C1 (triphenylphosphine), C([O-])([O-])=O.[Na+].[Na+] (sodium carbonate). The reagents and catalysts are C(C)(=O)[O-].[Pd+2].C(C)(=O)[O-] (palladium acetate). The solvent is C(C)(C)O (isopropanol), O (water). Yields the product C1(=CC=CC=C1)C=1C(=CC=CC1)C1=CC=CC=C1 (terphenyl). RXN SMILES: F[C:2]1[C:7](F)=[C:6](OCC)[CH:5]=[CH:4][C:3]=1[C:12]1[C:13](B(O)O)=[CH:14][CH:15]=[CH:16][CH:17]=1.Br[C:22]1[CH:27]=[CH:26][C:25](I)=[C:24](F)[CH:23]=1.C1(P(C2C=CC=CC=2)C2C=CC=CC=2)C=CC=CC=1.C(=O)([O-])[O-].[Na+].[Na+]>C([O-])(=O)C.[Pd+2].C([O-])(=O)C.C(O)(C)C.O>[C:22]1([C:13]2[C:12]([C:3]3[CH:2]=[CH:7][CH:6]=[CH:5][CH:4]=3)=[CH:17][CH:16]=[CH:15][CH:14]=2)[CH:27]=[CH:26][CH:25]=[CH:24][CH:23]=1 |f:3.4.5,6.7.8|. Procedure details: 0.047 mol of 2′,3′-difluoro-4′-ethoxybiphenylboronic acid (14), 0.05 mol of 1-bromo-3-fluoro-4-iodobenzene (15), 1 mmol of palladium acetate, 2 mmol of triphenylphosphine, 25 ml of saturated sodium carbonate solution, 20 ml of water and 100 ml of isopropanol are initially introduced and refluxed overnight. Conventional work-up gives the terphenyl compound (16). Reactants: CCOCOC(C)(C)c1ccc(C)cc1B1OC(C)(C)C(C)(C)O1, C1CCOC1, Cl. The product is Cc1ccc2c(c1)B(O)OC2(C)C. As a reaction SMILES: [CH2:1]([O:2][CH2:3][O:4][C:5]([c:9]1[c:10]([B:16]2[O:17][C:6]([CH3:7])([CH3:8])[C:19]([CH3:21])([CH3:22])[O:20]2)[cH:11][c:12]([CH3:15])[cH:13][cH:14]1)([CH3:18])[CH3:23])[CH3:24].[CH2:26]1[O:27][CH2:28][CH2:29][CH2:30]1.[ClH:25]>>[c:9]12[c:10]([cH:11][c:12]([CH3:15])[cH:13][cH:14]1)[B:16]([OH:17])[O:20][C:19]2([CH3:21])[CH3:22]. The reactants are BrC1=C(C=CC=C1)[N+](=O)[O-] (2-Bromonitrobenzene), BrC1=C(C=C(C=C1)Br)[N+](=O)[O-] (2,5-dibromonitrobenzene). The reagents and catalysts are [Cu] (copper). Run in [N+](=O)([O-])C1=CC=CC=C1 (nitrobenzene). Reaction conditions: temperature 180 celsius, time 15 minute. The product is BrC1=CC(=C(C=C1)C1=C(C=CC=C1)[N+](=O)[O-])[N+](=O)[O-] (4-bromo-2,2'-dinitrobiphenyl). Reaction SMILES: Br[C:2]1[CH:7]=[CH:6][CH:5]=[CH:4][C:3]=1[N+:8]([O-:10])=[O:9].Br[C:12]1[CH:17]=[CH:16][C:15]([Br:18])=[CH:14][C:13]=1[N+:19]([O-:21])=[O:20]>[N+](C1C=CC=CC=1)([O-])=O.[Cu]>[Br:18][C:15]1[CH:16]=[CH:17][C:12]([C:2]2[CH:7]=[CH:6][CH:5]=[CH:4][C:3]=2[N+:8]([O-:10])=[O:9])=[C:13]([N+:19]([O-:21])=[O:20])[CH:14]=1. Procedure details: 2-Bromonitrobenzene (Beilstein, Vol. 5, p.247; 58g) and 2,5-dibromonitrobenzene (Beilstein, vol. 5 p.250; 81g) in nitrobenzene (250 ml.) were heated at 170°-180° C. while copper powder (70 g.) was added over 15 minutes. The reaction mixture was stirred at 180° C. for 15 minutes, cooled and filtered, and the filtrate evaporated under reduced pressure. The residue was extracted into chloroform, the extract dried and evaporated, and the solid recrystallised several times from methanol to give 4-bro... The reactants are NC1=C(C=O)C=CC(=C1)N(C)C (2-amino-4-dimethylaminobenzaldehyde), COC1=C(C=CC=C1)CCC#N (3-(2-methoxyphenyl)propionitrile). Product: COC1=C(CC=2C(=NC3=CC(=CC=C3C2)N(C)C)N)C=CC=C1 (3-(2-Methoxybenzyl)-N7,N7-dimethylquinolin-2,7-diamine). As a reaction SMILES: [NH2:1][C:2]1[CH:9]=[C:8]([N:10]([CH3:12])[CH3:11])[CH:7]=[CH:6][C:3]=1[CH:4]=O.[CH3:13][O:14][C:15]1[CH:20]=[CH:19][CH:18]=[CH:17][C:16]=1[CH2:21][CH2:22][C:23]#[N:24]>>[CH3:13][O:14][C:15]1[CH:20]=[CH:19][CH:18]=[CH:17][C:16]=1[CH2:21][C:22]1[C:23]([NH2:24])=[N:1][C:2]2[C:3]([CH:4]=1)=[CH:6][CH:7]=[C:8]([N:10]([CH3:12])[CH3:11])[CH:9]=2. Procedure: The title compound was synthesized according to EXAMPLE 11 from 2-amino-4-dimethylaminobenzaldehyde and 3-(2-methoxyphenyl)propionitrile. The reaction was performed thermally (45 min, 70-80° C.). Starting materials: N([C@@H](CC1=CC=CC=C1)C(=O)N([C@@H](C(C)C)C(=O)N[C@@H](CC1=CC=C(C=C1)O)C(=O)N)C)C(=O)OCC1C2=CC=CC=C2C2=CC=CC=C12 (Fmoc-Phe-N-Me-Val-Tyr-NH2), [N+](=O)(O)[O-] (nitric acid), O (water). The solvent is C(Cl)Cl (methylene chloride), C(C)(=O)O (acetic acid). Conditions: time 1 hour. The product is N([C@@H](CC1=CC=CC=C1)C(=O)N([C@@H](C(C)C)C(=O)N[C@@H](CC1=CC(=C(C=C1)O)[N+](=O)[O-])C(=O)N)C)C(=O)OCC1C2=CC=CC=C2C2=CC=CC=C12 (Fmoc-Phe-N-Me-Val-Tyr(3-NO2)—NH2). Isolated yield 83.0%. RXN SMILES: [NH:1]([C:33]([O:35][CH2:36][CH:37]1[C:49]2[C:44](=[CH:45][CH:46]=[CH:47][CH:48]=2)[C:43]2[C:38]1=[CH:39][CH:40]=[CH:41][CH:42]=2)=[O:34])[C@H:2]([C:10]([N:12]([CH3:32])[C@H:13]([C:17]([NH:19][C@H:20]([C:29]([NH2:31])=[O:30])[CH2:21][C:22]1[CH:27]=[CH:26][C:25]([OH:28])=[CH:24][CH:23]=1)=[O:18])[CH:14]([CH3:16])[CH3:15])=[O:11])[CH2:3][C:4]1[CH:9]=[CH:8][CH:7]=[CH:6][CH:5]=1.O.[N+:51]([O-])([OH:53])=[O:52]>C(Cl)Cl.C(O)(=O)C>[NH:1]([C:33]([O:35][CH2:36][CH:37]1[C:38]2[C:43](=[CH:42][CH:41]=[CH:40][CH:39]=2)[C:44]2[C:49]1=[CH:48][CH:47]=[CH:46][CH:45]=2)=[O:34])[C@H:2]([C:10]([N:12]([CH3:32])[C@H:13]([C:17]([NH:19][C@H:20]([C:29]([NH2:31])=[O:30])[CH2:21][C:22]1[CH:27]=[CH:26][C:25]([OH:28])=[C:24]([N+:51]([O-:53])=[O:52])[CH:23]=1)=[O:18])[CH:14]([CH3:16])[CH3:15])=[O:11])[CH2:3][C:4]1[CH:5]=[CH:6][CH:7]=[CH:8][CH:9]=1. Procedure details: To a solution of Fmoc-Phe-N-Me-Val-Tyr-NH2 (230 mg, 0.340 mmol) in methylene chloride (1 ml) and acetic acid (1 ml), fuming nitric acid (0.03 ml) was added under cooling with ice, followed by stirring at room temperature for 1 hour. The reaction mixture was mixed with water and extracted with methylene chloride. The organic layer was washed with saturated brine, dried over magnesium sulfate and evaporated to remove the solvent under reduced pressure; the thus obtained residue was subjected to si... The reactants are COCCC(C(=O)OCC)(C(=O)OCC)CC=C (Diethyl 2-(2-methoxyethyl)-2-allylmalonate), O (water), [Cl-].[Li+] (lithium chloride), CN(C)C=O (DMF), O (water). Run in CS(=O)C (DMSO). The product is COCCC(C(=O)OCC)CC=C (Ethyl 2-(2-methoxyethyl)-pent-4-enoate). The yield is 87.3%. Reaction SMILES: [CH3:1][O:2][CH2:3][CH2:4][C:5]([CH2:16][CH:17]=[CH2:18])(C(OCC)=O)[C:6]([O:8][CH2:9][CH3:10])=[O:7].[Cl-].[Li+].CN(C=O)C.O>CS(C)=O>[CH3:1][O:2][CH2:3][CH2:4][CH:5]([CH2:16][CH:17]=[CH2:18])[C:6]([O:8][CH2:9][CH3:10])=[O:7] |f:1.2|. Procedure details: A mixture of diester 2 (40 g, 155 mmol), prepared according to Example 1, and lithium chloride (13 g, 300 mmol) in DMSO (100 mL). DMF (20 mL), and water (2 mL) was heated to 170° C. for 6 h and cooled to room temperature. The mixture was poured into water (250 mL), extracted with CH2Cl2 (3×100 mL), and dried over MgSO4. The solvent was removed under reduced pressure to afford the monoester ether 3 (25.2 g, 87%); IR (KBr) υmax 3079, 2974, 2921, 2869, 1732, 1640, 1461, 1443, 1470, 1374, 1177, 1121... Starting materials: N1C(N)=NC=2N=CNC2C1=S (thioguanine), BrC(C1=CC=CC=C1)C1=CC=CC=C1 (bromodiphenylmethane), C([O-])([O-])=O.[K+].[K+] (potassium carbonate). The solvent is CN(C=O)C (N,N-dimethylformamide). Run at time 66 hour. Yields the product NC1=NC(=C2NC=NC2=N1)SC(C1=CC=CC=C1)C1=CC=CC=C1 (2-Amino-6-[(diphenylmethyl)thio]purine). The yield is 48.1%. As a reaction SMILES: [NH:1]1[C:10](=[S:11])[C:9]2[NH:8][CH:7]=[N:6][C:5]=2[N:4]=[C:2]1[NH2:3].Br[CH:13]([C:20]1[CH:25]=[CH:24][CH:23]=[CH:22][CH:21]=1)[C:14]1[CH:19]=[CH:18][CH:17]=[CH:16][CH:15]=1.C(=O)([O-])[O-].[K+].[K+]>CN(C)C=O>[NH2:3][C:2]1[N:4]=[C:5]2[C:9]([NH:8][CH:7]=[N:6]2)=[C:10]([S:11][CH:13]([C:14]2[CH:19]=[CH:18][CH:17]=[CH:16][CH:15]=2)[C:20]2[CH:25]=[CH:24][CH:23]=[CH:22][CH:21]=2)[N:1]=1 |f:2.3.4|. Procedure details: A mixture of thioguanine (25 g), bromodiphenylmethane (37.1 g) and potassium carbonate (31.1 g) in N,N-dimethylformamide (250 cm3) was stirred at ambient temperature for 66 hour. The reaction mixture was filtered and the filtrate evaporated to give a cream solid. Recrystallisation from methanol gave 24 g (48%) of the title compound, m.p. 226°-227° C.